This data is from the Open Reaction Database (ORD), a public repository of structured organic reaction records. The task is: describe an organic reaction: reactants, conditions, products, and yield Reactants: [N+](=O)([O-])CCC (1-nitropropane), C=O (formaldehyde). Product: NC(CO)CC (2-Amino-n-butanol), [N+](=O)([O-])C(CO)CC (2-nitro-n-butanol). As a reaction SMILES: [N+:1]([CH2:4][CH2:5][CH3:6])([O-:3])=[O:2].[CH2:7]=[O:8]>>[NH2:1][CH:4]([CH2:5][CH3:6])[CH2:7][OH:8].[N+:1]([CH:4]([CH2:5][CH3:6])[CH2:7][OH:8])([O-:3])=[O:2]. Procedure details: 2-Amino-n-butanol is prepared by condensing 1-nitropropane with formaldehyde in an aqueous medium in the presence of a phase transfer agent which acts both as a basic catalyst and as a surfactant, and the resulting 2-nitro-n-butanol obtained is subjected to catalytic hydrogenation using a hydrogenating mixture consisting of hydrogen and nitrogen at a pressure of 8 to 12 bars. The reactants are BrCc1ccccc1, C1CCOC1, CCCCCC, [Li]CCCC, CCOP(=O)(CN=C(c1ccccc1)c1ccccc1)CN=C(c1ccccc1)c1ccccc1. Product: CCOP(=O)(CN=C(c1ccccc1)c1ccccc1)C(Cc1ccccc1)N=C(c1ccccc1)c1ccccc1. As a reaction SMILES: [Br:41][CH2:42][c:43]1[cH:44][cH:45][cH:46][cH:47][cH:48]1.[CH2:55]1[O:56][CH2:57][CH2:58][CH2:59]1.[CH3:49][CH2:50][CH2:51][CH2:52][CH2:53][CH3:54].[Li:1][CH2:2][CH2:3][CH2:4][CH3:5].[c:6]1([C:12](=[N:13][CH2:14][P:15]([O:16][CH2:17][CH3:18])(=[O:19])[CH2:20][N:21]=[C:22]([c:23]2[cH:24][cH:25][cH:26][cH:27][cH:28]2)[c:29]2[cH:30][cH:31][cH:32][cH:33][cH:34]2)[c:35]2[cH:36][cH:37][cH:38][cH:39][cH:40]2)[cH:7][cH:8][cH:9][cH:10][cH:11]1>>[c:6]1([C:12](=[N:13][CH:14]([P:15]([O:16][CH2:17][CH3:18])(=[O:19])[CH2:20][N:21]=[C:22]([c:23]2[cH:24][cH:25][cH:26][cH:27][cH:28]2)[c:29]2[cH:30][cH:31][cH:32][cH:33][cH:34]2)[CH2:42][c:43]2[cH:44][cH:45][cH:46][cH:47][cH:48]2)[c:35]2[cH:36][cH:37][cH:38][cH:39][cH:40]2)[cH:7][cH:8][cH:9][cH:10][cH:11]1. Solvent: C(C)#N (acetonitrile). Product: C(C)(C)(C)OC(NC1CCN(CC1)C1CCCC1)=O ((1-Cyclopentyl-piperidin-4-yl)-carbamic acid tert-butyl ester). Run at time 48 hour. The reactants are C(C)(C)(C)OC(NC1CCNCC1)=O (piperidin-4-yl-carbamic acid tert-butyl ester), IC1CCCC1 (iodo-cyclopentane), C(=O)([O-])[O-].[K+].[K+] (K2CO3), IC1CCCC1 (iodocyclo-pentane), C(=O)([O-])[O-].[K+].[K+] (K2CO3). As a reaction SMILES: [C:1]([O:5][C:6](=[O:14])[NH:7][CH:8]1[CH2:13][CH2:12][NH:11][CH2:10][CH2:9]1)([CH3:4])([CH3:3])[CH3:2].I[CH:16]1[CH2:20][CH2:19][CH2:18][CH2:17]1.C([O-])([O-])=O.[K+].[K+]>C(#N)C>[C:1]([O:5][C:6](=[O:14])[NH:7][CH:8]1[CH2:13][CH2:12][N:11]([CH:16]2[CH2:20][CH2:19][CH2:18][CH2:17]2)[CH2:10][CH2:9]1)([CH3:4])([CH3:2])[CH3:3] |f:2.3.4|. Procedure details: This compound was synthesized from the commercially available piperidin-4-yl-carbamic acid tert-butyl ester (2) (5 g, 25 mmol, 1 equiv) which was dissolved in acetonitrile (150 mL), followed by the addition of iodo-cyclopentane (9.79 g, 50 mmol, 2 equiv) and K2CO3 (3.45 g, 25 mmol, 1 equiv). The solution was stirred at room temperature for 48 hours. Due to the incompleteness of the reaction, iodocyclo-pentane (1.70 g, 8.69 mmol, 0.35 equiv) and K2CO3 (1 g, 7.25 mmol, 0.29 equiv) were added to th... Starting materials: ClN1C(CCC1=O)=O (N-chlorosuccinimide), FC(C1=CC=C(C=C1)C1=CC(=NO1)C(=O)OCC)(F)F (ethyl 5-(4-(trifluoromethyl)phenyl)isoxazole-3-carboxylate), ClN1C(CCC1=O)=O (N-chlorosuccinimide). Run in C(C)(=O)O (acetic acid). Run at temperature 75 celsius. Yields the product ClC=1C(=NOC1C1=CC=C(C=C1)C(F)(F)F)C(=O)OCC (Ethyl 4-chloro-5-(4-(trifluoromethyl)phenyl)isoxazole-3-carboxylate). Isolated yield 86.2%. Reaction SMILES: [F:1][C:2]([F:20])([F:19])[C:3]1[CH:8]=[CH:7][C:6]([C:9]2[O:13][N:12]=[C:11]([C:14]([O:16][CH2:17][CH3:18])=[O:15])[CH:10]=2)=[CH:5][CH:4]=1.[Cl:21]N1C(=O)CCC1=O>C(O)(=O)C>[Cl:21][C:10]1[C:11]([C:14]([O:16][CH2:17][CH3:18])=[O:15])=[N:12][O:13][C:9]=1[C:6]1[CH:5]=[CH:4][C:3]([C:2]([F:1])([F:19])[F:20])=[CH:8][CH:7]=1. Procedure: To a suspension of ethyl 5-(4-(trifluoromethyl)phenyl)isoxazole-3-carboxylate (3.3 g, 11.6 mmol) in acetic acid (60 mL) was added N-chlorosuccinimide (3.1 g, 23.2 mmol). Upon heating to 75° C., a homogenous solution formed. After heating for 16 hours a further portion of N-chlorosuccinimide (1.5 g, 11.2 mmol) was added and the reaction was heated at 75° C. for another 16 hours. After cooling to ambient temperature, the reaction mixture was poured over ice. The white crystals which formed were co... Starting materials: CC1CN(c2cc3c(c(F)c2F)c(=O)c(C(=O)O)cn3C2CC2)CC(C)N1, N. Yields the product CC1CN(c2cc3c(c(N)c2F)c(=O)c(C(=O)O)cn3C2CC2)CC(C)N1. Reaction SMILES: [CH:1]1([n:4]2[cH:5][c:6]([C:25](=[O:26])[OH:27])[c:7](=[O:24])[c:8]3[c:9]([F:23])[c:10]([F:22])[c:11]([N:14]4[CH2:15][CH:16]([CH3:21])[NH:17][CH:18]([CH3:20])[CH2:19]4)[cH:12][c:13]23)[CH2:2][CH2:3]1.[NH3:28]>>[CH:1]1([n:4]2[cH:5][c:6]([C:25](=[O:26])[OH:27])[c:7](=[O:24])[c:8]3[c:9]([NH2:28])[c:10]([F:22])[c:11]([N:14]4[CH2:15][CH:16]([CH3:21])[NH:17][CH:18]([CH3:20])[CH2:19]4)[cH:12][c:13]23)[CH2:2][CH2:3]1. Reactants: IC(COC1=CC=C(C2=C1C(C=C(O2)C(=O)OCC)=O)CCC)C (ethyl 5-(2-iodopropoxy)-4-oxo-8-propyl-4H-1-benzopyran-2-carboxylate), O1CCOCC1 (dioxan). The reagents and catalysts are Cl(=O)(=O)(=O)[O-].[Ag+] (silver perchlorate). The product is OC(COC1=CC=C(C2=C1C(C=C(O2)C(=O)OCC)=O)CCC)C (ethyl 5-(2-hydroxypropoxy)-4-oxo-8-propyl-4H-1-benzopyran-2-carboxylate). RXN SMILES: I[CH:2]([CH3:24])[CH2:3][O:4][C:5]1[C:10]2[C:11](=[O:20])[CH:12]=[C:13]([C:15]([O:17][CH2:18][CH3:19])=[O:16])[O:14][C:9]=2[C:8]([CH2:21][CH2:22][CH3:23])=[CH:7][CH:6]=1.[O:25]1CCOCC1>Cl([O-])(=O)(=O)=O.[Ag+]>[OH:25][CH:2]([CH3:24])[CH2:3][O:4][C:5]1[C:10]2[C:11](=[O:20])[CH:12]=[C:13]([C:15]([O:17][CH2:18][CH3:19])=[O:16])[O:14][C:9]=2[C:8]([CH2:21][CH2:22][CH3:23])=[CH:7][CH:6]=1 |f:2.3|. Procedure details: To a solution of ethyl 5-(2-iodopropoxy)-4-oxo-8-propyl-4H-1-benzopyran-2-carboxylate (0.1 g) in 50% aqueous dioxan (15 ml) was added silver perchlorate (0.08 g). The solution was heated at reflux for 4 hours, filtered and evaporated to dryness. The brown, solid residue was crystallised from ethanol giving ethyl 5-(2-hydroxypropoxy)-4-oxo-8-propyl-4H-1-benzopyran-2-carboxylate identical in all respects with authentic material.